From a dataset of the Open Reaction Database (ORD), a public repository of structured organic reaction records. describe an organic reaction: reactants, conditions, products, and yield Starting materials: OCC1CCN(Cc2ccccc2)CC1, Fc1ccc(CBr)cc1, [H-], [Na+], C1CCOC1, O. Yields the product Fc1ccc(COCC2CCN(Cc3ccccc3)CC2)cc1. Reaction SMILES: [CH2:3]([c:4]1[cH:5][cH:6][cH:7][cH:8][cH:9]1)[N:10]1[CH2:11][CH2:12][CH:13]([CH2:16][OH:17])[CH2:14][CH2:15]1.[F:18][c:19]1[cH:20][cH:21][c:22]([CH2:23][Br:24])[cH:25][cH:26]1.[H-:1].[Na+:2].[O:28]1[CH2:29][CH2:30][CH2:31][CH2:32]1.[OH2:27]>>[CH2:3]([c:4]1[cH:5][cH:6][cH:7][cH:8][cH:9]1)[N:10]1[CH2:11][CH2:12][CH:13]([CH2:16][O:17][CH2:23][c:22]2[cH:21][cH:20][c:19]([F:18])[cH:26][cH:25]2)[CH2:14][CH2:15]1.